This data is from the Open Reaction Database (ORD), a public repository of structured organic reaction records. The task is: describe an organic reaction: reactants, conditions, products, and yield Starting materials: O=S(=O)(Cl)c1cc(Cl)ccc1Cl, Cn1cccc1CCN. The product is Cn1cccc1CCNS(=O)(=O)c1cc(Cl)ccc1Cl. RXN SMILES: [Cl:10][c:11]1[c:12]([S:18](=[O:19])(=[O:20])[Cl:21])[cH:13][c:14]([Cl:17])[cH:15][cH:16]1.[NH2:1][CH2:2][CH2:3][c:4]1[n:5]([CH3:9])[cH:6][cH:7][cH:8]1>>[NH:1]([CH2:2][CH2:3][c:4]1[n:5]([CH3:9])[cH:6][cH:7][cH:8]1)[S:18]([c:12]1[c:11]([Cl:10])[cH:16][cH:15][c:14]([Cl:17])[cH:13]1)(=[O:19])=[O:20].